This data is from the Open Reaction Database (ORD), a public repository of structured organic reaction records. The task is: describe an organic reaction: reactants, conditions, products, and yield The reactants are O=C([O-])[O-], C=O, [K+], [K+], NC(=O)c1ccccc1, O. Product: O=C(NCO)c1ccccc1. Reaction SMILES: [C:12]([O-:13])(=[O:14])[O-:15].[CH2:10]=[O:11].[K+:16].[K+:17].[NH2:1][C:2](=[O:3])[c:4]1[cH:5][cH:6][cH:7][cH:8][cH:9]1.[OH2:18]>>[NH:1]([C:2](=[O:3])[c:4]1[cH:5][cH:6][cH:7][cH:8][cH:9]1)[CH2:12][OH:13]. Starting materials: C(=O)(Cl)Cl (phosgene), ClC=1C(=NC(=CC1)Cl)COC1=CC=C(C=C1)N (4-((3,6-dichloro-2-pyridinyl)methoxy)benzenamine), C(=O)(Cl)Cl (phosgene). Solvent: C1(=CC=CC=C1)C (toluene), C1(=CC=CC=C1)C (toluene). Reaction conditions: time 20 minute. The product is ClC=1C(=NC(=CC1)Cl)COC1=CC=C(C=C1)N=C=O (3,6-dichloro-2-((4-isocyanatophenoxy)methyl)pyridine). As a reaction SMILES: [C:1](Cl)(Cl)=[O:2].[Cl:5][C:6]1[C:7]([CH2:13][O:14][C:15]2[CH:20]=[CH:19][C:18]([NH2:21])=[CH:17][CH:16]=2)=[N:8][C:9]([Cl:12])=[CH:10][CH:11]=1>C1(C)C=CC=CC=1>[Cl:5][C:6]1[C:7]([CH2:13][O:14][C:15]2[CH:20]=[CH:19][C:18]([N:21]=[C:1]=[O:2])=[CH:17][CH:16]=2)=[N:8][C:9]([Cl:12])=[CH:10][CH:11]=1. Procedure details: Dry toluene (225 ml) was cooled to a temperature of from about 0° to 5° C. and a stream of phosgene gas passed therethrough until 17.4 grams had been absorbed. A solution of 4-((3,6-dichloro-2-pyridinyl)methoxy)benzenamine (15.8 grams; 0.058 mole) in 125 ml. of toluene was added portionwise thereto over a period of about 8 minutes while maintaining the reaction mixture temperature at about 2° to 5° C. The cloudy reaction mixture was then stirred for about 20 minutes with the temperature thereof ... Reaction SMILES: [CH3:1][C:2]1[CH:7]=[CH:6][C:5]([CH2:8][CH2:9][CH2:10]O)=[CH:4][CH:3]=1.C1(P(C2C=CC=CC=2)C2C=CC=CC=2)C=CC=CC=1.[Br:31]N1C(=O)CCC1=O>C(Cl)Cl>[Br:31][CH2:10][CH2:9][CH2:8][C:5]1[CH:6]=[CH:7][C:2]([CH3:1])=[CH:3][CH:4]=1. The product is BrCCCC1=CC=C(C=C1)C (1-(3-bromopropyl)-4-methylbenzene). Run in C(Cl)Cl (methylene chloride). The yield is 84.8%. Starting materials: C1(=CC=CC=C1)P(C1=CC=CC=C1)C1=CC=CC=C1 (triphenylphosphine), BrN1C(CCC1=O)=O (N-bromosuccinimide), CC1=CC=C(C=C1)CCCO (3-(4-methylphenyl)-1-propanol). Run at time 3 hour. Procedure details: Compound 13-1 (690 mg) was dissolved in methylene chloride (30 ml), triphenylphosphine (1.33 g) and N-bromosuccinimide (899 mg) were added under ice-cooling, and the mixture was stirred under ice-cooling for 1 hr, and further at room temperature for 3 hr. The reaction mixture was washed with water and saturated brine, and dried over anhydrous magnesium sulfate. The solvent was evaporated under reduced pressure. Diethyl ether (50 ml) was added, and the precipitated triphenylphosphine oxide was fi... Starting materials: 7-ACA ester, Cl.NC1[C@@H]2N(C(=C(CS2)CCl)C(=O)OC(C2=CC=CC=C2)C2=CC=CC=C2)C1=O (benzhydryl 7-amino-3-chloromethyl-3-cephem-4-carboxylate hydrochloride), acid chloride, ice, C(C)(C)(C)OC(=O)CO\N=C(/C(=O)O)\C=1N=C(SC1)NC(C1=CC=CC=C1)(C1=CC=CC=C1)C1=CC=CC=C1 ((Z)-2-t-butoxycarbonylmethoxyimino-2-(tritylaminothiazol-4-yl)acetic acid), P(Cl)(Cl)(Cl)(Cl)Cl (PCl5), C[Si](C)(C)C(C(=O)N)[Si](C)(C)C (bis(trimethylsilyl)acetamide). Run in C(Cl)Cl (CH2Cl2), C(C)(=O)OCC (ethyl acetate), C(Cl)Cl (CH2Cl2). Reaction conditions: time 20 minute. Yields the product C(C)(C)(C)OC(=O)CO\N=C(/C(=O)NC1[C@@H]2N(C(=C(CS2)CCl)C(=O)OC(C2=CC=CC=C2)C2=CC=CC=C2)C1=O)\C=1N=C(SC1)NC(C1=CC=CC=C1)(C1=CC=CC=C1)C1=CC=CC=C1 (Benzhydryl 7-[(Z)-2-t-butoxycarbonylmethoxyimino-2-(2-tritylaminothiazol-4-yl)acetamido]-3-chloromethyl-3-cephem-4-carboxylate). Yield: 67.0%. Reaction SMILES: [C:1]([O:5][C:6]([CH2:8][O:9]/[N:10]=[C:11](/[C:15]1[N:16]=[C:17]([NH:20][C:21]([C:34]2[CH:39]=[CH:38][CH:37]=[CH:36][CH:35]=2)([C:28]2[CH:33]=[CH:32][CH:31]=[CH:30][CH:29]=2)[C:22]2[CH:27]=[CH:26][CH:25]=[CH:24][CH:23]=2)[S:18][CH:19]=1)\[C:12](O)=[O:13])=[O:7])([CH3:4])([CH3:3])[CH3:2].P(Cl)(Cl)(Cl)(Cl)Cl.C[Si](C([Si](C)(C)C)C(N)=O)(C)C.Cl.[NH2:59][CH:60]1[C:85](=[O:86])[N:62]2[C:63]([C:69]([O:71][CH:72]([C:79]3[CH:84]=[CH:83][CH:82]=[CH:81][CH:80]=3)[C:73]3[CH:78]=[CH:77][CH:76]=[CH:75][CH:74]=3)=[O:70])=[C:64]([CH2:67][Cl:68])[CH2:65][S:66][C@H:61]12>C(Cl)Cl.C(OCC)(=O)C>[C:1]([O:5][C:6]([CH2:8][O:9]/[N:10]=[C:11](/[C:15]1[N:16]=[C:17]([NH:20][C:21]([C:22]2[CH:27]=[CH:26][CH:25]=[CH:24][CH:23]=2)([C:34]2[CH:35]=[CH:36][CH:37]=[CH:38][CH:39]=2)[C:28]2[CH:29]=[CH:30][CH:31]=[CH:32][CH:33]=2)[S:18][CH:19]=1)\[C:12]([NH:59][CH:60]1[C:85](=[O:86])[N:62]2[C:63]([C:69]([O:71][CH:72]([C:73]3[CH:78]=[CH:77][CH:76]=[CH:75][CH:74]=3)[C:79]3[CH:80]=[CH:81][CH:82]=[CH:83][CH:84]=3)=[O:70])=[C:64]([CH2:67][Cl:68])[CH2:65][S:66][C@H:61]12)=[O:13])=[O:7])([CH3:4])([CH3:2])[CH3:3] |f:3.4|. Procedure: To an ice-cooled solution of (Z)-2-t-butoxycarbonylmethoxyimino-2-(tritylaminothiazol-4-yl)acetic acid (IVg') (2.71 g, 5 mmoles) in CH2Cl2 (20 ml) was added PCl5 (1.24 g, 6 mmoles), and the solution was stirred for 20 minutes at room temperature. The acid chloride solution was added under ice-cooling to a solution of the silylated 7-ACA ester, which was prepared by adding bis(trimethylsilyl)acetamide (BSA, 3.7 ml, 15 mmoles) to a stirred suspension of benzhydryl 7-amino-3-chloromethyl-3-cephem-4...